Task: describe an organic reaction: reactants, conditions, products, and yield. Dataset: the Open Reaction Database (ORD), a public repository of structured organic reaction records Reactants: C#CCC1C(=O)NC=CN1S(=O)(=O)c1ccc(OC)cc1, C#CCC1C(=O)NCCN1S(=O)(=O)c1ccccc1. The product is C#CCC1C(=O)NCCN1S(=O)(=O)c1ccc(OC)cc1. Reaction SMILES: [O:20]([CH3:21])[c:22]1[cH:23][cH:24][c:25]([S:28](=[O:29])(=[O:30])[N:31]2[CH:32]([CH2:38][C:39]#[CH:40])[C:33](=[O:37])[NH:34][CH:35]=[CH:36]2)[cH:26][cH:27]1.[c:1]1([S:2]([N:3]2[CH2:4][CH2:5][NH:6][C:7](=[O:8])[CH:9]2[CH2:10][C:11]#[CH:12])(=[O:13])=[O:14])[cH:15][cH:16][cH:17][cH:18][cH:19]1>>[O:20]([CH3:21])[c:22]1[cH:23][cH:24][c:25]([S:28](=[O:29])(=[O:30])[N:31]2[CH:32]([CH2:38][C:39]#[CH:40])[C:33](=[O:37])[NH:34][CH2:35][CH2:36]2)[cH:26][cH:27]1. Starting materials: FC=1C=CC=C2C(=CNC12)CN(C)C ((7-fluoro-1H-indol-3-ylmethyl)-dimethyl-amine), C(C)OC(C(C(=O)OCC)NC=O)=O (2-formylamino-malonic acid diethyl ester), [OH-].[Na+] (NaOH). The solvent is C1(=CC=CC=C1)C (toluene). The product is C(C)OC(C(C(=O)OCC)(NC=O)CC1=CNC2=C(C=CC=C12)F)=O (2-(7-Fluoro-1H-indol-3-ylmethyl)-2-formylamino-malonic acid diethyl ester). Isolated yield 101.9%. As a reaction SMILES: [F:1][C:2]1[CH:3]=[CH:4][CH:5]=[C:6]2[C:10]=1[NH:9][CH:8]=[C:7]2[CH2:11]N(C)C.[CH2:15]([O:17][C:18](=[O:28])[CH:19]([NH:25][CH:26]=[O:27])[C:20]([O:22][CH2:23][CH3:24])=[O:21])[CH3:16].[OH-].[Na+]>C1(C)C=CC=CC=1>[CH2:23]([O:22][C:20](=[O:21])[C:19]([CH2:11][C:7]1[C:6]2[C:10](=[C:2]([F:1])[CH:3]=[CH:4][CH:5]=2)[NH:9][CH:8]=1)([NH:25][CH:26]=[O:27])[C:18]([O:17][CH2:15][CH3:16])=[O:28])[CH3:24] |f:2.3|. Procedure details: A suspension of (7-fluoro-1H-indol-3-ylmethyl)-dimethyl-amine (550 mg, 0.0028 mol.), 2-formylamino-malonic acid diethyl ester (640 mg, 0.0031 mol.), and NaOH (30 mg) in toluene (20 mL) under argon was refluxed for 3 days. The reaction mixture was concentrated and purified by column chromatography on silica gel using 40% ethyl acetate-hexane to give 2-(7-Fluoro-1H-indol-3-ylmethyl)-2-formylamino-malonic acid diethyl ester (1.0 gm, 99%): mp 164-166° C., 1H NMR (500 MHz, CDCl3): 1.28 (t, J=7.5 Hz, ... The reactants are CN1CCC=C(C1)C(=O)OC (Arecoline), ClC(=O)OC(C)Cl (1-Chloroethyl chloroformate). Solvent: C1(=CC=CC=C1)C (toluene). Reaction conditions: temperature 80 celsius. Yields the product N1CC(=CCC1)C(=O)OC (methyl 1,2,5,6-tetrahydropyridine-3-carboxylate). The yield is 86.4%. As a reaction SMILES: C[N:2]1[CH2:7][C:6]([C:8]([O:10][CH3:11])=[O:9])=[CH:5][CH2:4][CH2:3]1.ClC(OC(Cl)C)=O>C1(C)C=CC=CC=1>[NH:2]1[CH2:3][CH2:4][CH:5]=[C:6]([C:8]([O:10][CH3:11])=[O:9])[CH2:7]1. Reported procedure: Arecoline (39.5 g, 0.25 mol) was dissolved in dry toluene (20 ml). 1-Chloroethyl chloroformate (30.5 ml) was added slowly at 0-5° C. The mixture was heated at 80° C. for 2 h, cooled to room temperature, filtered and evaporated to dryness in vacuo. The residue was dissolved in methylene chloride (400 ml) and extracted with 10% aqueous sodium carbonate. The organic layer was dried over magnesium sulfate, filtered and evaporated to dryness to give methyl 1,2,5,6-tetrahydropyridine-3-carboxylate (Yi... The reactants are CCCC[Sn](CCCC)(CCCC)c1nc2ccccc2s1, Cc1ccccc1, O=c1c2cnn(-c3ccccc3)c2nc(Cl)n1-c1ccc(Cl)cc1, c1ccc(P(c2ccccc2)(c2ccccc2)[Pd](P(c2ccccc2)(c2ccccc2)c2ccccc2)(P(c2ccccc2)(c2ccccc2)c2ccccc2)P(c2ccccc2)(c2ccccc2)c2ccccc2)cc1. Product: O=c1c2cnn(-c3ccccc3)c2nc(-c2nc3ccccc3s2)n1-c1ccc(Cl)cc1. As a reaction SMILES: [CH2:25]([Sn:26]([CH2:27][CH2:28][CH2:29][CH3:39])([c:30]1[s:31][c:32]2[c:33]([n:34]1)[cH:35][cH:36][cH:37][cH:38]2)[CH2:40][CH2:41][CH2:42][CH3:43])[CH2:44][CH2:45][CH3:46].[CH3:47][c:48]1[cH:49][cH:50][cH:51][cH:52][cH:53]1.[Cl:1][c:2]1[n:3](-[c:18]2[cH:19][cH:20][c:21]([Cl:24])[cH:22][cH:23]2)[c:4](=[O:17])[c:5]2[c:6]([n:7]1)[n:8](-[c:11]1[cH:12][cH:13][cH:14][cH:15][cH:16]1)[n:9][cH:10]2.[cH:54]1[cH:55][cH:56][c:57]([P:58]([Pd:59]([P:60]([c:61]2[cH:62][cH:63][cH:64][cH:65][cH:66]2)([c:67]2[cH:68][cH:69][cH:70][cH:71][cH:72]2)[c:73]2[cH:74][cH:75][cH:76][cH:77][cH:78]2)([P:79]([c:80]2[cH:81][cH:82][cH:83][cH:84][cH:85]2)([c:86]2[cH:87][cH:88][cH:89][cH:90][cH:91]2)[c:92]2[cH:93][cH:94][cH:95][cH:96][cH:97]2)[P:98]([c:99]2[cH:100][cH:101][cH:102][cH:103][cH:104]2)([c:105]2[cH:106][cH:107][cH:108][cH:109][cH:110]2)[c:111]2[cH:112][cH:113][cH:114][cH:115][cH:116]2)([c:117]2[cH:118][cH:119][cH:120][cH:121][cH:122]2)[c:123]2[cH:124][cH:125][cH:126][cH:127][cH:128]2)[cH:129][cH:130]1>>[c:2]1(-[c:30]2[s:31][c:32]3[c:33]([n:34]2)[cH:35][cH:36][cH:37][cH:38]3)[n:3](-[c:18]2[cH:19][cH:20][c:21]([Cl:24])[cH:22][cH:23]2)[c:4](=[O:17])[c:5]2[c:6]([n:7]1)[n:8](-[c:11]1[cH:12][cH:13][cH:14][cH:15][cH:16]1)[n:9][cH:10]2. The reactants are NC(C(=O)OCC1=NC(=CC=C1)OC1=CC=CC=C1)C(C)C ((6-phenoxy-2-pyridyl)methyl 2-amino-3-methylbutanoate), C(C#C)Br (2-propyn-1-yl bromide). Yields the product C(C#C)NC(C(=O)OCC1=NC(=CC=C1)OC1=CC=CC=C1)C(C)C ((6-phenoxy-2-pyridyl)methyl 2-[N-(2-propynyl)amino]-3-methylbutanoate), (6-phenoxy-2-pyridyl)methyl 2-[N,N-(di-2-propynyl)amino]-3-methylbutanoate. Reaction SMILES: [NH2:1][CH:2]([CH:20]([CH3:22])[CH3:21])[C:3]([O:5][CH2:6][C:7]1[CH:12]=[CH:11][CH:10]=[C:9]([O:13][C:14]2[CH:19]=[CH:18][CH:17]=[CH:16][CH:15]=2)[N:8]=1)=[O:4].[CH2:23](Br)[C:24]#[CH:25]>>[CH2:25]([NH:1][CH:2]([CH:20]([CH3:22])[CH3:21])[C:3]([O:5][CH2:6][C:7]1[CH:12]=[CH:11][CH:10]=[C:9]([O:13][C:14]2[CH:19]=[CH:18][CH:17]=[CH:16][CH:15]=2)[N:8]=1)=[O:4])[C:24]#[CH:23]. Procedure: Following the procedure of Example 2, (6-phenoxy-2-pyridyl)methyl 2-amino-3-methylbutanoate and 2-propyn-1-yl bromide are reacted, resulting in a mixture of two end products, which are separated to give (6-phenoxy-2-pyridyl)methyl 2-[N-(2-propynyl)amino]-3-methylbutanoate and (6-phenoxy-2-pyridyl)methyl 2-[N,N-(di-2-propynyl)amino]-3-methylbutanoate. The reactants are ClC1=CC=C(C=C1)C=1C(=NN(C1)C1=CC=C(C=C1)F)CC(C(=O)O)C(=O)O ([4-(4-chlorophenyl)-1-(4-fluorophenyl)-3-pyrazolylmethyl]malonic acid). Solvent: ClC1=CC=CC=C1 (chlorobenzene). The product is ClC1=CC=C(C=C1)C=1C(=NN(C1)C1=CC=C(C=C1)F)CCC(=O)O (3-[4-(4-chlorophenyl)-1-(4-fluorophenyl)-3-pyrazolyl]propionic acid). The yield is 82.7%. As a reaction SMILES: [Cl:1][C:2]1[CH:7]=[CH:6][C:5]([C:8]2[C:9]([CH2:20][CH:21](C(O)=O)[C:22]([OH:24])=[O:23])=[N:10][N:11]([C:13]3[CH:18]=[CH:17][C:16]([F:19])=[CH:15][CH:14]=3)[CH:12]=2)=[CH:4][CH:3]=1>ClC1C=CC=CC=1>[Cl:1][C:2]1[CH:3]=[CH:4][C:5]([C:8]2[C:9]([CH2:20][CH2:21][C:22]([OH:24])=[O:23])=[N:10][N:11]([C:13]3[CH:18]=[CH:17][C:16]([F:19])=[CH:15][CH:14]=3)[CH:12]=2)=[CH:6][CH:7]=1. Reported procedure: A solution of 3 g of [4-(4-chlorophenyl)-1-(4-fluorophenyl)-3-pyrazolylmethyl]malonic acid in 50 ml of chlorobenzene is heated under reflux until the release of gas ceases (about 2.5 hours). The mixture is concentrated under vacuum, the residue is recrystallized from carbon tetrachloride, thus obtaining 2.2 g of 3-[4-(4-chlorophenyl)-1-(4-fluorophenyl)-3-pyrazolyl]propionic acid, mp 131° C.